Task: describe an organic reaction: reactants, conditions, products, and yield. Dataset: the Open Reaction Database (ORD), a public repository of structured organic reaction records The reactants are CC(C)(C)OC(=O)N1CCC2(CC1)CNC2=O, ClCCl, O=C(O)C(F)(F)F. Product: O=C1NCC12CCNCC2. RXN SMILES: [C:1]([O:2][C:3](=[O:4])[N:8]1[CH2:9][CH2:10][C:11]2([CH2:12][NH:13][C:14]2=[O:15])[CH2:16][CH2:17]1)([CH3:5])([CH3:6])[CH3:7].[Cl:25][CH2:26][Cl:27].[F:18][C:19]([F:20])([F:21])[C:22]([OH:23])=[O:24]>>[NH:8]1[CH2:9][CH2:10][C:11]2([CH2:12][NH:13][C:14]2=[O:15])[CH2:16][CH2:17]1. The reactants are O=C([O-])[O-], CI, CCOC(C)=O, [K+], [K+], CN(C)C=O, C1COCCO1, O=Cc1ccccc1-c1nnn[nH]1. Yields the product Cn1nnc(-c2ccccc2C=O)n1. RXN SMILES: [C:14](=[O:15])([O-:16])[O-:17].[CH3:20][I:21].[CH3:22][CH2:23][O:24][C:25](=[O:26])[CH3:27].[K+:18].[K+:19].[O:28]=[CH:29][N:30]([CH3:31])[CH3:32].[O:33]1[CH2:34][CH2:35][O:36][CH2:37][CH2:38]1.[nH:1]1[n:2][n:3][n:4][c:5]1-[c:6]1[c:7]([CH:8]=[O:9])[cH:10][cH:11][cH:12][cH:13]1>>[n:1]1[n:2][n:3]([CH3:14])[n:4][c:5]1-[c:6]1[c:7]([CH:8]=[O:9])[cH:10][cH:11][cH:12][cH:13]1. Procedure details: Comparative Example 4. (Reaction between Divinyldisiloxane and Dimethylmethoxysilane) A glass tube was filled with 0.186 g of 1,3-divinyltetramethyl-1,3-disiloxane, 0.18 g of dimethylmethoxysilane, and 0.047 g of toluene. The contents were combined with 2 μL of a toluene solution of a complex of 1,3-divinyltetramethyldisiloxane and 0-valence platinum (platinum content: 0.4 Wt. %). The content was heated for 3 hours at 50° C. Gas chromatography analysis showed that the conversion of 1,3-divinylte... The reagents and catalysts are [Pt] (platinum). The reactants are C(=C)[Si](O[Si](C=C)(C)C)(C)C (1,3-divinyltetramethyldisiloxane), 1,3-divinyltetramethyl-1,3-disiloxane, C[SiH](OC)C (dimethylmethoxysilane), C1(=CC=CC=C1)C (toluene), Divinyldisiloxane and Dimethylmethoxysilane, C1(=CC=CC=C1)C (toluene), 1,3-divinyltetramethyl-1,3-disiloxane. Run at temperature 50 celsius. RXN SMILES: [CH3:1][SiH](C)OC.C([Si](C)(C)O[Si](C)(C)[CH:11]=[CH2:12])=C.[C:17]1([CH3:23])[CH:22]=[CH:21][CH:20]=[CH:19][CH:18]=1>[Pt]>[CH:23]([C:17]1[CH:22]=[CH:21][CH:20]=[CH:19][C:18]=1[CH:11]=[CH2:12])=[CH2:1]. Product: disilyl, C(=C)C1=C(C=CC=C1)C=C (divinylbenzene). The reactants are COC1=C(C(=CC=C1)C)[N+](=O)[O-] (1-methoxy-3-methyl-2-nitrobenzene). Reagents/catalysts: [Pd] (palladium on charcoal). The solvent is C(C)O (ethanol). Yields the product COC1=C(C(=CC=C1)C)N (2-Methoxy-6-methylphenylamine). As a reaction SMILES: [CH3:1][O:2][C:3]1[CH:8]=[CH:7][CH:6]=[C:5]([CH3:9])[C:4]=1[N+:10]([O-])=O>C(O)C.[Pd]>[CH3:1][O:2][C:3]1[CH:8]=[CH:7][CH:6]=[C:5]([CH3:9])[C:4]=1[NH2:10]. Procedure details: A solution of 1-methoxy-3-methyl-2-nitrobenzene (15.04 g, 0.09 mol) in ethanol (250 ml) was hydrogenated over 10% palladium on charcoal (4 g) at atmospheric pressure and at room temperature, for 18 h. The catalyst was removed by filtration, and the filtrate evaporated under reduced pressure to leave the title compound (D28) as an amber oil, which crystallised on standing (11.18 g, 91%). Reactants: CCCCCC(CC(=O)O)c1cccc2c1OCO2, ClCCl, O=S(Cl)Cl. The product is CCCCCC(CC(=O)O)c1cccc2c1OCO2, [Cl-]. RXN SMILES: [CH2:1]1[O:2][c:3]2[c:4]([CH:10]([CH2:11][C:12](=[O:13])[OH:14])[CH2:15][CH2:16][CH2:17][CH2:18][CH3:19])[cH:5][cH:6][cH:7][c:8]2[O:9]1.[CH2:24]([Cl:25])[Cl:26].[S:20]([Cl:21])([Cl:22])=[O:23]>>[CH2:1]1[O:2][c:3]2[c:4]([CH:10]([CH2:11][C:12](=[O:13])[OH:14])[CH2:15][CH2:16][CH2:17][CH2:18][CH3:19])[cH:5][cH:6][cH:7][c:8]2[O:9]1.[Cl-:22]. Starting materials: F[B-](F)(F)F, [H+], O=N[O-], Nc1nc(N)c2ncn(C3OC(COCc4ccccc4)C(OCc4ccccc4)C3OCc3ccccc3)c2n1, Nc1nc(N)c2[nH]cnc2n1, [Na+], [Na+], C1CCOC1, [OH-]. The product is Nc1nc(F)nc2c1ncn2C1OC(COCc2ccccc2)C(OCc2ccccc2)C1OCc1ccccc1. RXN SMILES: [F:57][B-:58]([F:59])([F:60])[F:61].[H+:62].[N:42]([O-:43])=[O:44].[NH2:1][c:2]1[n:3][c:4]([NH2:41])[c:5]2[n:6][cH:7][n:8]([CH:11]3[CH:12]([O:13][CH2:14][c:15]4[cH:16][cH:17][cH:18][cH:19][cH:20]4)[CH:21]([O:22][CH2:23][c:24]4[cH:25][cH:26][cH:27][cH:28][cH:29]4)[CH:30]([CH2:32][O:33][CH2:34][c:35]4[cH:36][cH:37][cH:38][cH:39][cH:40]4)[O:31]3)[c:9]2[n:10]1.[NH2:46][c:47]1[n:48][c:49]2[c:50]([nH:51][cH:52][n:53]2)[c:54]([NH2:55])[n:56]1.[Na+:45].[Na+:64].[O:65]1[CH2:66][CH2:67][CH2:68][CH2:69]1.[OH-:63]>>[c:2]1([F:57])[n:3][c:4]([NH2:41])[c:5]2[n:6][cH:7][n:8]([CH:11]3[CH:12]([O:13][CH2:14][c:15]4[cH:16][cH:17][cH:18][cH:19][cH:20]4)[CH:21]([O:22][CH2:23][c:24]4[cH:25][cH:26][cH:27][cH:28][cH:29]4)[CH:30]([CH2:32][O:33][CH2:34][c:35]4[cH:36][cH:37][cH:38][cH:39][cH:40]4)[O:31]3)[c:9]2[n:10]1. Starting materials: CC(=O)O[BH-](OC(C)=O)OC(C)=O, CC(C)=O, CC(=O)O, ClCCl, FC(F)(F)c1cccc(Nc2ncc3ccc(OC4CCNCC4)cc3n2)c1, [Na+]. Product: CC(C)N1CCC(Oc2ccc3cnc(Nc4cccc(C(F)(F)F)c4)nc3c2)CC1. RXN SMILES: [C:37]([O:38][BH-:39]([O:40][C:41](=[O:42])[CH3:43])[O:44][C:45](=[O:46])[CH3:47])(=[O:48])[CH3:49].[CH3:29][C:30]([CH3:31])=[O:32].[CH3:33][C:34](=[O:35])[OH:36].[Cl:51][CH2:52][Cl:53].[NH:1]1[CH2:2][CH2:3][CH:4]([O:7][c:8]2[cH:9][cH:10][c:11]3[cH:12][n:13][c:14]([NH:18][c:19]4[cH:20][c:21]([C:25]([F:26])([F:27])[F:28])[cH:22][cH:23][cH:24]4)[n:15][c:16]3[cH:17]2)[CH2:5][CH2:6]1.[Na+:50]>>[N:1]1([CH:30]([CH3:29])[CH3:31])[CH2:2][CH2:3][CH:4]([O:7][c:8]2[cH:9][cH:10][c:11]3[cH:12][n:13][c:14]([NH:18][c:19]4[cH:20][c:21]([C:25]([F:26])([F:27])[F:28])[cH:22][cH:23][cH:24]4)[n:15][c:16]3[cH:17]2)[CH2:5][CH2:6]1. The reactants are C[Si](C)(C)N[Si](C)(C)C (HMDS), C(C1=CC=CC=C1)N (benzylamine), CC1=C2C(OC(C2=CC=C1)=O)=O (4-methyl-isobenzofuran-1,3-dione), Cl (HCl). Reagents/catalysts: [I-].[Zn+2].[I-] (zinc iodide). Run in C1=CC=CC=C1 (benzene), C1=CC=CC=C1 (benzene), C1=CC=CC=C1 (benzene). Reaction conditions: temperature 80 celsius, time 1 hour. Yields the product C(C1=CC=CC=C1)N1C(C2=CC=CC(=C2C1=O)C)=O (2-benzyl-4-methyl-isoindole-1,3-dione). Yield: 79.6%. Reaction SMILES: [CH2:1]([NH2:8])[C:2]1[CH:7]=[CH:6][CH:5]=[CH:4][CH:3]=1.[CH3:9][C:10]1[CH:18]=[CH:17][CH:16]=[C:15]2[C:11]=1[C:12](=[O:20])[O:13][C:14]2=O.C[Si](N[Si](C)(C)C)(C)C.Cl>C1C=CC=CC=1.[I-].[Zn+2].[I-]>[CH2:1]([N:8]1[C:12](=[O:20])[C:11]2[C:15](=[CH:16][CH:17]=[CH:18][C:10]=2[CH3:9])[C:14]1=[O:13])[C:2]1[CH:7]=[CH:6][CH:5]=[CH:4][CH:3]=1 |f:5.6.7|. Reported procedure: A solution of benzylamine (0.655 mL, 6 mmol) in benzene (5 mL) was added to a stirred solution of 4-methyl-isobenzofuran-1,3-dione (0.81 g, 5 mmol) in dry benzene (20 mL). An exothermic reaction was observed during this addition. The resulting solution was stirred for an additional 1 h. After this time, zinc iodide (1.92 g, 6 mmol) was added in one portion and the resulting mixture heated to 80° C. To this suspension HMDS (1.48 mL, 7 mmol) in benzene (10 mL) was added slowly and stirred at 80° C... Reactants: O1CC(CC1)COC1=C2C=C(NC2=CC=C1)C(=O)O (4-(Tetrahydro-furan-3-ylmethoxy)-1H-indole-2-carboxylic acid), NC1CCC(CC1)(O)CCN1C[C@@H]([C@H](CC1)O)C ((3S,4S)-1-[2-(4-Amino-1-hydroxy-cyclohexyl)-ethyl]-3-methyl-piperidin-4-ol). Product: OC1(CCC(CC1)NC(=O)C=1NC2=CC=CC(=C2C1)OCC1COCC1)CCN1C[C@@H]([C@H](CC1)O)C (4-(Tetrahydro-furan-3-ylmethoxy)-1H-indole-2-carboxylic acid {4-hydroxy-4-[2-((3S,4S)-4-hydroxy-3-methyl-piperidin-1-yl)-ethyl]-cyclohexyl}-amide). As a reaction SMILES: [O:1]1[CH2:5][CH2:4][CH:3]([CH2:6][O:7][C:8]2[CH:16]=[CH:15][CH:14]=[C:13]3[C:9]=2[CH:10]=[C:11]([C:17]([OH:19])=O)[NH:12]3)[CH2:2]1.[NH2:20][CH:21]1[CH2:26][CH2:25][C:24]([CH2:28][CH2:29][N:30]2[CH2:35][CH2:34][C@H:33]([OH:36])[C@@H:32]([CH3:37])[CH2:31]2)([OH:27])[CH2:23][CH2:22]1>>[OH:27][C:24]1([CH2:28][CH2:29][N:30]2[CH2:35][CH2:34][C@H:33]([OH:36])[C@@H:32]([CH3:37])[CH2:31]2)[CH2:25][CH2:26][CH:21]([NH:20][C:17]([C:11]2[NH:12][C:13]3[C:9]([CH:10]=2)=[C:8]([O:7][CH2:6][CH:3]2[CH2:4][CH2:5][O:1][CH2:2]2)[CH:16]=[CH:15][CH:14]=3)=[O:19])[CH2:22][CH2:23]1. Reported procedure: This compound is synthesized analogously to example 1 from 4-(tetrahydro-furan-3-ylmethoxy)-1H-indole-2-carboxylic acid 16b and amine 14.